Dataset: the Open Reaction Database (ORD), a public repository of structured organic reaction records. Task: describe an organic reaction: reactants, conditions, products, and yield Starting materials: CC(=O)O, CO, COC(=O)c1ccc(-c2cn3c(n2)sc2ccccc23)cc1, [K+], [OH-]. The product is O=C(O)c1ccc(-c2cn3c(n2)sc2ccccc23)cc1. Reaction SMILES: [CH3:27][C:28](=[O:29])[OH:30].[CH3:3][OH:4].[CH3:5][O:6][C:7](=[O:8])[c:9]1[cH:10][cH:11][c:12](-[c:15]2[n:16][c:17]3[s:18][c:19]4[c:20]([n:21]3[cH:22]2)[cH:23][cH:24][cH:25][cH:26]4)[cH:13][cH:14]1.[K+:2].[OH-:1]>>[O:6]=[C:7]([OH:8])[c:9]1[cH:10][cH:11][c:12](-[c:15]2[n:16][c:17]3[s:18][c:19]4[c:20]([n:21]3[cH:22]2)[cH:23][cH:24][cH:25][cH:26]4)[cH:13][cH:14]1.